Dataset: the Open Reaction Database (ORD), a public repository of structured organic reaction records. Task: describe an organic reaction: reactants, conditions, products, and yield Starting materials: CC(=O)O, Fc1ccc(-c2csc3nc(Cl)cc(NCc4ccccn4)c23)cc1, [Zn]. Yields the product Fc1ccc(-c2csc3nccc(NCc4ccccn4)c23)cc1. Reaction SMILES: [CH3:26][C:27](=[O:28])[OH:29].[Cl:1][c:2]1[cH:3][c:4]([NH:18][CH2:19][c:20]2[n:21][cH:22][cH:23][cH:24][cH:25]2)[c:5]2[c:6]([n:7]1)[s:8][cH:9][c:10]2-[c:11]1[cH:12][cH:13][c:14]([F:17])[cH:15][cH:16]1.[Zn:30]>>[cH:2]1[cH:3][c:4]([NH:18][CH2:19][c:20]2[n:21][cH:22][cH:23][cH:24][cH:25]2)[c:5]2[c:6]([n:7]1)[s:8][cH:9][c:10]2-[c:11]1[cH:12][cH:13][c:14]([F:17])[cH:15][cH:16]1. Starting materials: CS(C)=O, CC(C)c1nc2ccccc2n1Cc1ccc(N)cc1, O=C(O)CC1NC(=O)NC1=O. Product: CC(C)c1nc2ccccc2n1Cc1ccc(NC(=O)CC2NC(=O)NC2=O)cc1. Reaction SMILES: [CH3:32][S:33]([CH3:34])=[O:35].[CH:12]([CH3:13])([CH3:14])[c:15]1[n:16][c:17]2[c:18]([n:19]1[CH2:20][c:21]1[cH:22][cH:23][c:24]([NH2:25])[cH:26][cH:27]1)[cH:28][cH:29][cH:30][cH:31]2.[NH:1]1[C:2](=[O:3])[NH:4][C:5](=[O:6])[CH:7]1[CH2:8][C:9](=[O:10])[OH:11]>>[NH:1]1[C:2](=[O:3])[NH:4][C:5](=[O:6])[CH:7]1[CH2:8][C:9](=[O:11])[NH:25][c:24]1[cH:23][cH:22][c:21]([CH2:20][n:19]2[c:15]([CH:12]([CH3:13])[CH3:14])[n:16][c:17]3[c:18]2[cH:28][cH:29][cH:30][cH:31]3)[cH:27][cH:26]1.